describe an organic reaction: reactants, conditions, products, and yield From a dataset of the Open Reaction Database (ORD), a public repository of structured organic reaction records. Product: FC1=C(OC2=C(C=C(C=C2)S(=O)(=O)C)C=2C3=C(C(N(C2)C)=O)NC=C3)C=CC(=C1)F (4-[2-(2,4-difluorophenoxy)-5-(methylsulfonyl)phenyl]-6-methyl-1,6-dihydro-7H-pyrrolo[2,3-c]pyridin-7-one). Run in CS(=O)C (DMSO). RXN SMILES: F[C:2]1[CH:7]=[CH:6][C:5]([S:8]([CH3:11])(=[O:10])=[O:9])=[CH:4][C:3]=1[C:12]1[C:13]2[CH:22]=[CH:21][N:20](S(C3C=CC(C)=CC=3)(=O)=O)[C:14]=2[C:15](=[O:19])[N:16]([CH3:18])[CH:17]=1.[F:33][C:34]1[CH:39]=[C:38]([F:40])[CH:37]=[CH:36][C:35]=1[OH:41].C(=O)([O-])[O-].[Cs+].[Cs+]>CS(C)=O>[F:33][C:34]1[CH:39]=[C:38]([F:40])[CH:37]=[CH:36][C:35]=1[O:41][C:2]1[CH:7]=[CH:6][C:5]([S:8]([CH3:11])(=[O:10])=[O:9])=[CH:4][C:3]=1[C:12]1[C:13]2[CH:22]=[CH:21][NH:20][C:14]=2[C:15](=[O:19])[N:16]([CH3:18])[CH:17]=1 |f:2.3.4|. Reactants: FC1=C(C=C(C=C1)S(=O)(=O)C)C=1C2=C(C(N(C1)C)=O)N(C=C2)S(=O)(=O)C2=CC=C(C)C=C2 (4-(2-fluoro-5-(methylsulfonyl)phenyl)-6-methyl-1-tosyl-1H-pyrrolo[2,3-c]pyridin-7(6H)-one), FC1=C(C=CC(=C1)F)O (2,4-difluorophenol), C([O-])([O-])=O.[Cs+].[Cs+] (cesium carbonate). Procedure details: A mixture of Example 138a (0.05 g, 0.105 mmol), 2,4-difluorophenol (0.016 g, 0.126 mmol), and cesium carbonate (0.069 g, 0.211 mmol) in DMSO (1 mL) was heated at 120° C. for 16 hours. The reaction mixture was partitioned between water and ethyl acetate. The aqueous layer was extracted with additional ethyl acetate three times. The combined organic layers were washed with saturated aqueous sodium chloride, dried over anhydrous magnesium sulfate, filtered, and concentrated. The residue was purifie... Yield: 80.0%. The reactants are COC=Cc1ccc2c(Br)cccc2c1, Cl, C1CCOC1, O. The product is O=CCc1ccc2c(Br)cccc2c1. RXN SMILES: [Br:1][c:2]1[c:3]2[cH:4][cH:5][c:6]([CH:12]=[CH:13][O:14][CH3:15])[cH:7][c:8]2[cH:9][cH:10][cH:11]1.[ClH:16].[O:18]1[CH2:19][CH2:20][CH2:21][CH2:22]1.[OH2:17]>>[Br:1][c:2]1[c:3]2[cH:4][cH:5][c:6]([CH2:12][CH:13]=[O:14])[cH:7][c:8]2[cH:9][cH:10][cH:11]1. Reactants: C1(=CC=CC=C1)C1=CC=CC=C1 (biphenyl), Cl.ClCCN(C)C (2-chloro-N,N-dimethylethylamine hydrochloride), N (ammonia), [Li] (lithium), [Cl-].[NH4+] (ammonium chloride), N (ammonia). The solvent is CCOCC (ether). Conditions: time 2 hour. Product: CN(CCC1(C=CCC=C1)C1=CC=CC=C1)C (N,N-dimethyl-1-phenyl-2,5-cyclohexadien-1-ethylamine). RXN SMILES: [C:1]1([C:7]2[CH:12]=[CH:11][CH:10]=[CH:9][CH:8]=2)[CH:6]=[CH:5][CH:4]=[CH:3][CH:2]=1.N.[Li].Cl.Cl[CH2:17][CH2:18][N:19]([CH3:21])[CH3:20].[Cl-].[NH4+]>CCOCC>[CH3:20][N:19]([CH3:21])[CH2:18][CH2:17][C:1]1([C:7]2[CH:8]=[CH:9][CH:10]=[CH:11][CH:12]=2)[CH:6]=[CH:5][CH2:4][CH:3]=[CH:2]1 |f:3.4,5.6,^1:13|. Procedure details: 23.1 g. of biphenyl in 200 ml. of ether are added to 300 ml. of condensed, dry ammonia and then 2.1 g. of lithium wire (about 2 cm long pieces, de-greased with cyclohexane) are subsequently added at -40° C. over a period of 15 minutes. The mixture is then held at boiling temperature (about -33° C.) for 2 hours. Subsequently, 7.2 g. of 2-chloro-N,N-dimethylethylamine hydrochloride are rapidly added portionwise at about -70° C. The mixture is again warmed to boiling temperature and held at this te...